From a dataset of the Open Reaction Database (ORD), a public repository of structured organic reaction records. describe an organic reaction: reactants, conditions, products, and yield The reactants are [BH4-], [BH3-]C#N, CO, CCC1CC(=O)c2sccc2N1C(=O)OC(C)C, NCc1cc(C(F)(F)F)cc(C(F)(F)F)c1, [Na+], [Na+], [Na+], [OH-]. Yields the product CCC1CC(NCc2cc(C(F)(F)F)cc(C(F)(F)F)c2)c2sccc2N1C(=O)OC(C)C. As a reaction SMILES: [BH4-:39].[C:35]([BH3-:36])#[N:37].[CH3:43][OH:44].[CH:1]([CH3:2])([CH3:3])[O:4][C:5](=[O:6])[N:7]1[c:8]2[c:9]([s:16][cH:17][cH:18]2)[C:10](=[O:15])[CH2:11][CH:12]1[CH2:13][CH3:14].[F:19][C:20]([c:21]1[cH:22][c:23]([CH2:24][NH2:25])[cH:26][c:27]([C:29]([F:30])([F:31])[F:32])[cH:28]1)([F:33])[F:34].[Na+:38].[Na+:40].[Na+:42].[OH-:41]>>[CH:1]([CH3:2])([CH3:3])[O:4][C:5](=[O:6])[N:7]1[c:8]2[c:9]([s:16][cH:17][cH:18]2)[CH:10]([NH:25][CH2:24][c:23]2[cH:22][c:21]([C:20]([F:19])([F:33])[F:34])[cH:28][c:27]([C:29]([F:30])([F:31])[F:32])[cH:26]2)[CH2:11][CH:12]1[CH2:13][CH3:14]. The product is O=C(NC(=O)c1c(Cl)cccc1Cl)Nc1cc(-c2cccc(C(F)(F)F)c2)on1. The reactants are CCOC(C)=O, O=C=NC(=O)c1c(Cl)cccc1Cl, Nc1cc(-c2cccc(C(F)(F)F)c2)on1. Reaction SMILES: [CH3:30][CH2:31][O:32][C:33](=[O:34])[CH3:35].[Cl:17][c:18]1[c:19]([C:20](=[O:21])[N:22]=[C:23]=[O:24])[c:25]([Cl:29])[cH:26][cH:27][cH:28]1.[F:1][C:2]([c:3]1[cH:4][c:5](-[c:9]2[cH:10][c:11]([NH2:14])[n:12][o:13]2)[cH:6][cH:7][cH:8]1)([F:15])[F:16]>>[F:1][C:2]([c:3]1[cH:4][c:5](-[c:9]2[cH:10][c:11]([NH:14][C:23]([NH:22][C:20]([c:19]3[c:18]([Cl:17])[cH:28][cH:27][cH:26][c:25]3[Cl:29])=[O:21])=[O:24])[n:12][o:13]2)[cH:6][cH:7][cH:8]1)([F:15])[F:16]. Procedure: With reference to Scheme 3 below, a mixture of N-phthaloyl-DL-glutamic anhydride and phenethylamine was heated in a 177° C. oil bath. The reaction mixture was purified by chromatography on a silica gel column to afford N-phenethylthalidomide (8) and N-phenethylphthalimide (9). Reaction conditions: temperature 177 celsius. The reactants are C1CC(=O)OC(=O)C1N2C(=O)C3=CC=CC=C3C2=O (N-phthaloyl-DL-glutamic anhydride), C(CC1=CC=CC=C1)N (phenethylamine). Yields the product ( 8 ), C(CC1=CC=CC=C1)N1C(C=2C(C1=O)=CC=CC2)=O (N-phenethylphthalimide). As a reaction SMILES: [CH2:1]1[CH:8]([N:9]2[C:18](=[O:19])[C:17]3[C:12](=[CH:13][CH:14]=[CH:15][CH:16]=3)[C:10]2=[O:11])C(=O)O[C:3](=O)[CH2:2]1.[CH2:20](N)[CH2:21][C:22]1C=CC=C[CH:23]=1>>[CH2:8]([N:9]1[C:10](=[O:11])[C:12]2=[CH:13][CH:14]=[CH:15][CH:16]=[C:17]2[C:18]1=[O:19])[CH2:1][C:2]1[CH:3]=[CH:23][CH:22]=[CH:21][CH:20]=1. The reactants are [Al+3], O=C1COc2nccc(Cl)c2N1, [H-], [H-], [H-], [H-], [Li+], [Na+], C1CCOC1, [OH-], O. The product is Clc1ccnc2c1NCCO2. Reaction SMILES: [Al+3:14].[Cl:1][c:2]1[cH:3][cH:4][n:5][c:6]2[c:11]1[NH:10][C:9](=[O:12])[CH2:8][O:7]2.[H-:13].[H-:16].[H-:17].[H-:18].[Li+:15].[Na+:21].[O:22]1[CH2:23][CH2:24][CH2:25][CH2:26]1.[OH-:20].[OH2:19]>>[Cl:1][c:2]1[cH:3][cH:4][n:5][c:6]2[c:11]1[NH:10][CH2:9][CH2:8][O:7]2. Starting materials: CCO, O=C1c2ccccc2C(=O)N1CCC1CCN(Cc2ccc(F)cc2)CC1, NN, O. The product is NCCC1CCN(Cc2ccc(F)cc2)CC1. RXN SMILES: [CH3:31][CH2:32][OH:33].[F:1][c:2]1[cH:3][cH:4][c:5]([CH2:6][N:7]2[CH2:8][CH2:9][CH:10]([CH2:13][CH2:14][N:15]3[C:16](=[O:17])[c:18]4[cH:19][cH:20][cH:21][cH:22][c:23]4[C:24]3=[O:25])[CH2:11][CH2:12]2)[cH:26][cH:27]1.[NH2:29][NH2:30].[OH2:28]>>[F:1][c:2]1[cH:3][cH:4][c:5]([CH2:6][N:7]2[CH2:8][CH2:9][CH:10]([CH2:13][CH2:14][NH2:15])[CH2:11][CH2:12]2)[cH:26][cH:27]1.